The task is: describe an organic reaction: reactants, conditions, products, and yield. This data is from the Open Reaction Database (ORD), a public repository of structured organic reaction records. Starting materials: N[C@@H]1CN(CC1)C(=O)OCC1=CC=CC=C1 ((3S)-3-amino-pyrrolidine-1-carboxylic acid, benzyl ester), C1(CCCCC1)=O (cyclohexanone), C(#N)[BH3-].[Na+] (sodium cyanoborohydride). Solvent: CO (methanol). Run at time 3 hour. Product: C(C1=CC=CC=C1)OC(=O)N1C[C@H](CC1)NC1CCCCC1 ((3S)-3-cyclohexylamino-pyrrolidine-1-carboxylic acid benzyl ester). Yield: 73.0%. As a reaction SMILES: [NH2:1][C@H:2]1[CH2:6][CH2:5][N:4]([C:7]([O:9][CH2:10][C:11]2[CH:16]=[CH:15][CH:14]=[CH:13][CH:12]=2)=[O:8])[CH2:3]1.[C:17]1(=O)[CH2:22][CH2:21][CH2:20][CH2:19][CH2:18]1.C([BH3-])#N.[Na+]>CO>[CH2:10]([O:9][C:7]([N:4]1[CH2:5][CH2:6][C@H:2]([NH:1][CH:17]2[CH2:22][CH2:21][CH2:20][CH2:19][CH2:18]2)[CH2:3]1)=[O:8])[C:11]1[CH:16]=[CH:15][CH:14]=[CH:13][CH:12]=1 |f:2.3|. Procedure details: To a stirred solution of (3S)-3-amino-pyrrolidine-1-carboxylic acid, benzyl ester (4.40 g, 20 mmol) in methanol (120 mL) was added cyclohexanone (2.75 g, 28 mmol) followed by sodium cyanoborohydride (1.50 g, 24 mmol) at room temprerature. After 3 h, the reaction mixture was concentrated, diluted with dichloromethane (200 mL), washed with aqueous sodium bicarbonate (100 mL), 1 N sodium hydroxide (50 mL), brine (50 mL) and dried (Na2SO4). The crude was purified by flash chromatography using 5% met... The reactants are OC1=CC=C(C(=O)N)C=C1 (4-hydroxybenzamide), FC1=CC=C(C=O)C=C1 (4-fluorobenzaldehyde), C(=O)([O-])[O-].[K+].[K+] (K2CO3). The solvent is CS(=O)C (DMSO). Reaction conditions: temperature 140 celsius, time 8 hour. Product: C(=O)C1=CC=C(OC2=CC=C(C(=O)N)C=C2)C=C1 (4-(4-formyl-phenoxy)-benzamide). As a reaction SMILES: [OH:1][C:2]1[CH:10]=[CH:9][C:5]([C:6]([NH2:8])=[O:7])=[CH:4][CH:3]=1.F[C:12]1[CH:19]=[CH:18][C:15]([CH:16]=[O:17])=[CH:14][CH:13]=1.C([O-])([O-])=O.[K+].[K+]>CS(C)=O>[CH:16]([C:15]1[CH:18]=[CH:19][C:12]([O:1][C:2]2[CH:10]=[CH:9][C:5]([C:6]([NH2:8])=[O:7])=[CH:4][CH:3]=2)=[CH:13][CH:14]=1)=[O:17] |f:2.3.4|. Procedure: 3.1 g (23 mmol) of 4-hydroxybenzamide and 2.8 g (23 mmol) of 4-fluorobenzaldehyde were dissolved in DMSO, combined with 4.4 g (32 mmol) of K2CO3 and stirred overnight at 140° C., filtered through basic Alox, washed with DMF, concentrated by rotary evaporation and purified by chromatography (silica gel column, dichloromethane with a gradient of 10-20% methanol). As there was still some DMF present, the mixture was triturated with water, suction filtered and dried